describe an organic reaction: reactants, conditions, products, and yield From a dataset of the Open Reaction Database (ORD), a public repository of structured organic reaction records. The reactants are C1(=CC=C(C=C1)S(=O)(=O)OCN1C=NC=C1)C ((imidazol-1-ylmethyl) p-toluenesulfonate), C(P(OCC)(=O)OCC)P(OCC)(=O)OCC (tetraethyl methanediphosphonate), C(CP([O-])(=O)[O-])P([O-])(=O)[O-] (ethanediphosphonate). Yields the product N1(C=NC=C1)CC(P(O)(=O)O)P(O)(=O)O (2-(imidazol-1-yl)ethane-1,1-diphosphonic acid). RXN SMILES: C1(C)C=CC(S(O[CH2:11][N:12]2[CH:16]=[CH:15][N:14]=[CH:13]2)(=O)=O)=CC=1.[CH2:18]([P:27]([O:32]CC)(=[O:31])[O:28]CC)[P:19]([O:24]CC)(=[O:23])[O:20]CC.C(P([O-])(=O)[O-])CP([O-])(=O)[O-]>>[N:12]1([CH2:11][CH:18]([P:27]([OH:32])(=[O:28])[OH:31])[P:19]([OH:24])(=[O:20])[OH:23])[CH:16]=[CH:15][N:14]=[CH:13]1. Reported procedure: Reaction of (imidazol-1-ylmethyl) p-toluenesulfonate with tetraethyl methanediphosphonate and hydrolysis of the primary ethanediphosphonate in accordance with Example 2 gives 2-(imidazol-1-yl)ethane-1,1-diphosphonic acid of m.p. 255° C. (dec.) and salts thereof, e.g. the disodium salt.